Dataset: the Open Reaction Database (ORD), a public repository of structured organic reaction records. Task: describe an organic reaction: reactants, conditions, products, and yield Starting materials: N1C(=NCC1)C1=CC=C(C(=O)OCC)C=C1 (ethyl 4-(2-imidazoline-2-yl)benzoate), Cl (hydrochloric acid). Solvent: C(C)(=O)O (acetic acid). Product: Cl.N1C(=NCC1)C1=CC=C(C(=O)O)C=C1 (4-(2-imidazoline-2-yl)benzoic acid hydrochloride). RXN SMILES: [NH:1]1[CH2:5][CH2:4][N:3]=[C:2]1[C:6]1[CH:16]=[CH:15][C:9]([C:10]([O:12]CC)=[O:11])=[CH:8][CH:7]=1.[ClH:17]>C(O)(=O)C>[ClH:17].[NH:3]1[CH2:4][CH2:5][N:1]=[C:2]1[C:6]1[CH:7]=[CH:8][C:9]([C:10]([OH:12])=[O:11])=[CH:15][CH:16]=1 |f:3.4|. Procedure details: 1 g (4.58 mmol) of ethyl 4-(2-imidazoline-2-yl)benzoate was heated under reflux in 4 ml of hydrochloric acid and 8 ml of acetic acid. The solvent was evaporated to obtain the title compound. The reactants are O=C([O-])[O-], CC(C)(C)CNc1nc(C#N)nc2ccc(O)cc12, ClCc1cccnc1, Cl, [Cs+], [Cs+], CN(C)C=O, O. Product: CC(C)(C)CNc1nc(C#N)nc2ccc(OCc3cccnc3)cc12. RXN SMILES: [C:29](=[O:30])([O-:31])[O-:32].[CH3:1][C:2]([CH2:3][NH:4][c:5]1[n:6][c:7]([C:16]#[N:17])[n:8][c:9]2[cH:10][cH:11][c:12]([OH:15])[cH:13][c:14]12)([CH3:18])[CH3:19].[Cl:21][CH2:22][c:23]1[cH:24][n:25][cH:26][cH:27][cH:28]1.[ClH:20].[Cs+:33].[Cs+:34].[O:36]=[CH:37][N:38]([CH3:39])[CH3:40].[OH2:35]>>[CH3:1][C:2]([CH2:3][NH:4][c:5]1[n:6][c:7]([C:16]#[N:17])[n:8][c:9]2[cH:10][cH:11][c:12]([O:15][CH2:22][c:23]3[cH:24][n:25][cH:26][cH:27][cH:28]3)[cH:13][c:14]12)([CH3:18])[CH3:19]. Starting materials: CC(=O)c1ccc2c(c1)C(C)(C)CC(C)(C)O2, [O-]Cl, [Na+], [Na+], C1COCCO1, [OH-], O. The product is CC1(C)CC(C)(C)c2cc(C(=O)O)ccc2O1. Reaction SMILES: [CH3:6][C:7]1([CH3:22])[O:8][c:9]2[cH:10][cH:11][c:12]([C:19]([CH3:20])=[O:21])[cH:13][c:14]2[C:15]([CH3:17])([CH3:18])[CH2:16]1.[Cl:3][O-:4].[Na+:2].[Na+:5].[O:24]1[CH2:25][CH2:26][O:27][CH2:28][CH2:29]1.[OH-:1].[OH2:23]>>[O:1]=[C:19]([c:12]1[cH:11][cH:10][c:9]2[c:14]([cH:13]1)[C:15]([CH3:17])([CH3:18])[CH2:16][C:7]([CH3:6])([CH3:22])[O:8]2)[OH:21]. Starting materials: C1COCCN1, CC(C)(C)[O-], Cc1ccccc1, COc1cccc(OC)c1-c1ccccc1P(C1CCCCC1)C1CCCCC1, Fc1ncccc1I, [Na+], O=C(C=Cc1ccccc1)C=Cc1ccccc1, O=C(C=Cc1ccccc1)C=Cc1ccccc1, O=C(C=Cc1ccccc1)C=Cc1ccccc1, [Pd], [Pd]. Product: Fc1ncccc1N1CCOCC1. Reaction SMILES: [CH2:9]1[CH2:10][O:11][CH2:12][CH2:13][NH:14]1.[CH3:44][C:45]([CH3:46])([O-:47])[CH3:48].[CH3:50][c:51]1[cH:52][cH:53][cH:54][cH:55][cH:56]1.[CH:15]1([P:16]([CH:17]2[CH2:18][CH2:19][CH2:20][CH2:21][CH2:22]2)[c:23]2[cH:24][cH:25][cH:26][cH:27][c:28]2-[c:29]2[c:30]([O:31][CH3:32])[cH:33][cH:34][cH:35][c:36]2[O:37][CH3:38])[CH2:39][CH2:40][CH2:41][CH2:42][CH2:43]1.[F:1][c:2]1[n:3][cH:4][cH:5][cH:6][c:7]1[I:8].[Na+:49].[O:59]=[C:60]([CH:61]=[CH:62][c:63]1[cH:64][cH:65][cH:66][cH:67][cH:68]1)[CH:69]=[CH:70][c:71]1[cH:72][cH:73][cH:74][cH:75][cH:76]1.[O:77]=[C:78]([CH:79]=[CH:80][c:81]1[cH:82][cH:83][cH:84][cH:85][cH:86]1)[CH:87]=[CH:88][c:89]1[cH:90][cH:91][cH:92][cH:93][cH:94]1.[O:95]=[C:96]([CH:97]=[CH:98][c:99]1[cH:100][cH:101][cH:102][cH:103][cH:104]1)[CH:105]=[CH:106][c:107]1[cH:108][cH:109][cH:110][cH:111][cH:112]1.[Pd:57].[Pd:58]>>[F:1][c:2]1[n:3][cH:4][cH:5][cH:6][c:7]1[N:14]1[CH2:9][CH2:10][O:11][CH2:12][CH2:13]1. Starting materials: BrC=1C=C(C=CC1)NC1=NC=NC2=CC=C(C=C12)N (N4-(3-bromophenyl)quinazoline-4,6-diamine), N1=CC=CC=C1 (pyridine), C(CC)(=O)Cl (Propionyl chloride). Reagents/catalysts: CN(C)C=1C=CN=CC1 (DMAP). Run in C1CCOC1 (THF), C(C)(=O)OCC (ethyl acetate). Conditions: temperature 5 celsius. The product is BrC=1C=C(C=CC1)NC1=NC=NC2=CC=C(C=C12)NC(CC)=O (N-(4-(3-bromophenylamino)quinazolin-6-yl)propionamide). RXN SMILES: [Br:1][C:2]1[CH:3]=[C:4]([NH:8][C:9]2[C:18]3[C:13](=[CH:14][CH:15]=[C:16]([NH2:19])[CH:17]=3)[N:12]=[CH:11][N:10]=2)[CH:5]=[CH:6][CH:7]=1.N1C=CC=CC=1.[C:26](Cl)(=[O:29])[CH2:27][CH3:28]>CN(C1C=CN=CC=1)C.C1COCC1.C(OCC)(=O)C>[Br:1][C:2]1[CH:3]=[C:4]([NH:8][C:9]2[C:18]3[C:13](=[CH:14][CH:15]=[C:16]([NH:19][C:26](=[O:29])[CH2:27][CH3:28])[CH:17]=3)[N:12]=[CH:11][N:10]=2)[CH:5]=[CH:6][CH:7]=1. Procedure: N4-(3-bromophenyl)quinazoline-4,6-diamine (100 mg, 0.32 mmol), pyridine (0.3 mL), and DMAP (20 mg) were dissolved in 10 mL of anhydrous THF. The solution was cooled to 5° C. Propionyl chloride (33 mg, 0.35 mmol) was added to the reaction flask dropwise. Ice bath removed was removed, and the reaction mixture was stirred at room temperature and filtered. The filtrate was dried in vacuo to give a yellow solid. The yellow solid was dissolved in ethyl acetate, washed once with saturated Na2CO3, then ... Starting materials: Cl.NC(=N)N (Guanidine hydrochloride), [H-].[Na+] (NaH), ClC1=NC=CC2=CC=C(C=C12)S(=O)(=O)N (1-Chloro-7-isoquinolinesulphonamide). The solvent is CS(=O)C (DMSO). Reaction conditions: temperature 60 celsius. Yields the product N(C(=N)N)C1=NC=CC2=CC=C(C=C12)S(N)(=O)=O (1-Guanidino-7-sulphamoylisoquinoline). The yield is 85.5%. RXN SMILES: Cl.[NH2:2][C:3]([NH2:5])=[NH:4].[H-].[Na+].Cl[C:9]1[C:18]2[C:13](=[CH:14][CH:15]=[C:16]([S:19]([NH2:22])(=[O:21])=[O:20])[CH:17]=2)[CH:12]=[CH:11][N:10]=1>CS(C)=O>[NH:4]([C:9]1[C:18]2[C:13](=[CH:14][CH:15]=[C:16]([S:19](=[O:21])(=[O:20])[NH2:22])[CH:17]=2)[CH:12]=[CH:11][N:10]=1)[C:3]([NH2:5])=[NH:2] |f:0.1,2.3|. Procedure details: Guanidine hydrochloride (42 mg, 0.44 mmol) was added in one portion to a suspension of NaH (13 mg, 80% dispersion by wt in mineral oil, 0.43 mmol) in DMSO (1.5 mL) and the mixture was heated at 60° C. under N2 for 30 min. 1-Chloro-7-isoquinolinesulphonamide (37 mg, 0.152 mmol) was added and the mixture heated at 100° C. for 24 h. The solvents were evaporated in vacuo and the residue was purified by column chromatography upon silica gel using CH2Cl2—MeOH-0.880NH3 (97:3:0.3 to 90:10:1) as eluant t... Starting materials: N1(CCC1)C(=O)C1=CC=C(OC2=CC(=CC3=C2CC(O3)(C)C)C(=O)O)C=C1 (4-[4-(azetidine-1-carbonyl)-phenoxy]-2,2-dimethyl-2,3-dihydro-benzofuran-6-carboxylic acid), CN1N=C(C=C1)N (1-methyl-3-aminopyrazole). The product is CN1N=C(C=C1)NC(=O)C1=CC2=C(CC(O2)(C)C)C(=C1)OC1=CC=C(C=C1)C(=O)N1CCC1 (4-[4-(Azetidine-1-carbonyl)-phenoxy]-2,2-dimethyl-2,3-dihydro-benzofuran-6-carboxylic acid (1-methyl-1H-pyrazol-3-yl)-amide), solid. The yield is 41.0%. As a reaction SMILES: [N:1]1([C:5]([C:7]2[CH:27]=[CH:26][C:10]([O:11][C:12]3[C:17]4[CH2:18][C:19]([CH3:22])([CH3:21])[O:20][C:16]=4[CH:15]=[C:14]([C:23](O)=[O:24])[CH:13]=3)=[CH:9][CH:8]=2)=[O:6])[CH2:4][CH2:3][CH2:2]1.[CH3:28][N:29]1[CH:33]=[CH:32][C:31]([NH2:34])=[N:30]1>>[CH3:28][N:29]1[CH:33]=[CH:32][C:31]([NH:34][C:23]([C:14]2[CH:13]=[C:12]([O:11][C:10]3[CH:9]=[CH:8][C:7]([C:5]([N:1]4[CH2:2][CH2:3][CH2:4]4)=[O:6])=[CH:27][CH:26]=3)[C:17]3[CH2:18][C:19]([CH3:21])([CH3:22])[O:20][C:16]=3[CH:15]=2)=[O:24])=[N:30]1. Reported procedure: The title compound was prepared in a similar manner as described for Example 15, from 4-[4-(azetidine-1-carbonyl)-phenoxy]-2,2-dimethyl-2,3-dihydro-benzofuran-6-carboxylic acid (35c) (598 mg, 1.63 mmol) and 1-methyl-3-aminopyrazole (236 mg, 2.43 mmol) to give a white solid (315 mg, 41% yield). 1H NMR (400 MHz, CDCl3) δ 8.31 (s, 1 H) 7.65 (ddd, J=9.22, 2.78, 2.40 Hz, 2 H) 7.28 (d, J=2.27 Hz, 1 H) 7.02 (dd, J=9.85, 1.26 Hz, 2 H) 6.98 (ddd, J=9.22, 2.78, 2.40 Hz, 2 H) 6.78 (d, J=2.02 Hz, 1 H) 4.30-...